Dataset: the Open Reaction Database (ORD), a public repository of structured organic reaction records. Task: describe an organic reaction: reactants, conditions, products, and yield Starting materials: ClC1=CC=C(C(C=O)=C1)O (5-chlorosalicylaldehyde), C([O-])([O-])=O.[K+].[K+] (potassium carbonate), C(C=C)Br (allyl bromide). Solvent: O (water), CN(C)C=O (DMF). Reaction conditions: temperature 50 celsius. Yields the product C(C=C)OC1=C(C=O)C=C(C=C1)Cl (2-allyloxy-5-chloro-benzaldehyde). RXN SMILES: [Cl:1][C:2]1[CH:9]=[C:6]([CH:7]=[O:8])[C:5]([OH:10])=[CH:4][CH:3]=1.C(=O)([O-])[O-].[K+].[K+].[CH2:17](Br)[CH:18]=[CH2:19]>CN(C=O)C.O>[CH2:19]([O:10][C:5]1[CH:4]=[CH:3][C:2]([Cl:1])=[CH:9][C:6]=1[CH:7]=[O:8])[CH:18]=[CH2:17] |f:1.2.3|. Procedure: To a mixture of 5-chlorosalicylaldehyde (8.20 g, 52.37 mmol, 1.00 eq.) and potassium carbonate anhydrous (8.69 g, 62.85 mmol, 1.20 eq.) in DMF (100 mL), allyl bromide (4.7 mL, 54.99 mmol, 1.05 eq.) was added. The mixture was heated at 50° C. for 18 hours. The reaction mixture was allowed to cool to r.t. and poured in water (150 mL). The mixture was extracted with DCM (2×200 mL). The comb. org. phases were dried over MgSO4 and concentrated in vacuo to give 2-allyloxy-5-chloro-benzaldehyde. The pr... Starting materials: N1N=CC2=CC(=CC=C12)NC1(CCCCC1)C#N (1-(1H-indazol-5-ylamino)-cyclohexanecarbonitrile), [H-].[H-].[H-].[H-].[Li+].[Al+3] (LiAlH4), solution. The solvent is C1CCOC1 (THF), C1CCOC1 (THF). Run at temperature 70 celsius, time 14 hour. The product is NCC1(CCCCC1)NC=1C=C2C=NNC2=CC1 ((1-aminomethyl-cyclohexyl)-(1H-indazol-5-yl)-amine). The yield is 30.7%. RXN SMILES: [NH:1]1[C:9]2[C:4](=[CH:5][C:6]([NH:10][C:11]3([C:17]#[N:18])[CH2:16][CH2:15][CH2:14][CH2:13][CH2:12]3)=[CH:7][CH:8]=2)[CH:3]=[N:2]1.[H-].[H-].[H-].[H-].[Li+].[Al+3]>C1COCC1>[NH2:18][CH2:17][C:11]1([NH:10][C:6]2[CH:5]=[C:4]3[C:9](=[CH:8][CH:7]=2)[NH:1][N:2]=[CH:3]3)[CH2:12][CH2:13][CH2:14][CH2:15][CH2:16]1 |f:1.2.3.4.5.6|. Reported procedure: To a stirred solution of 1-(1H-indazol-5-ylamino)-cyclohexanecarbonitrile (2.53 g, 10.5 mmol) in THF (40 mL) at room temperature and under nitrogen was added LiAlH4 (21.0 mL of a 1.0 M solution in THF, 21.0 mmol) dropwise over 3 minutes. After 30 minutes the reaction mixture was warmed to 70° C. After 2 hours the reaction mixture was cooled and stirred at ambient temperature for 14 hours, then quenched by the addition of sodium sulfate decahydrate (3 g). The reaction mixture was diluted with DCM... Reactants: ClC1=NS(C2=C1C=CC=C2)(=O)=O (3-chloro-1H-1λ6-benzo[d]isothiazole-1,1-dione), BrC1=CC=C(N)C=C1 (4-bromoaniline). The solvent is CC(=O)C (acetone). Conditions: time 15 minute. Yields the product BrC1=CC=C(NC2=NS(C3=C2C=CC=C3)(=O)=O)C=C1 (3-(4-bromoanilino)-1H-1λ6-benzo[d]isothiazole-1,1-dione). Isolated yield 94.2%. As a reaction SMILES: Cl[C:2]1[C:6]2[CH:7]=[CH:8][CH:9]=[CH:10][C:5]=2[S:4](=[O:12])(=[O:11])[N:3]=1.[Br:13][C:14]1[CH:20]=[CH:19][C:17]([NH2:18])=[CH:16][CH:15]=1>CC(C)=O>[Br:13][C:14]1[CH:20]=[CH:19][C:17]([NH:18][C:2]2[C:6]3[CH:7]=[CH:8][CH:9]=[CH:10][C:5]=3[S:4](=[O:12])(=[O:11])[N:3]=2)=[CH:16][CH:15]=1. Procedure details: To a solution of 3-chloro-1H-1λ6-benzo[d]isothiazole-1,1-dione (1.0 g, 0.00496 mol) in acetone (20 mL), 4-bromoaniline (1.71 g, 0.00992 mol) was added at once and the mixture was stirred for 15 min. The mixture was concentrated under reduced pressure and the residue was suspended in water (100 mL). The precipitate was collected by filtration, thoroughly washed with water and dried to yield 3-(4-bromoanilino)-1H-1λ6-benzo[d]isothiazole-1,1-dione (1.57 g, 0.00467 mol) as a white solid. The reactants are [Li]CCCC, CC(=O)c1ccccc1, C#CC(C)N1CCCC1, C1CCOC1. Yields the product CC(C#CC(C)(O)c1ccccc1)N1CCCC1. As a reaction SMILES: [CH2:10]([Li:11])[CH2:12][CH2:13][CH3:14].[CH3:15][C:16](=[O:17])[c:18]1[cH:19][cH:20][cH:21][cH:22][cH:23]1.[N:1]1([CH:6]([CH3:7])[C:8]#[CH:9])[CH2:2][CH2:3][CH2:4][CH2:5]1.[O:24]1[CH2:25][CH2:26][CH2:27][CH2:28]1>>[N:1]1([CH:6]([CH3:7])[C:8]#[C:9][C:16]([CH3:15])([OH:17])[c:18]2[cH:19][cH:20][cH:21][cH:22][cH:23]2)[CH2:2][CH2:3][CH2:4][CH2:5]1. The reactants are C(C)(=O)N1CCNCC1 (1-acetylpiperazine), BrC1=CC=C(C(=O)OC)C=C1 (methyl 4-bromobenzoate), P(=O)([O-])([O-])[O-].[K+].[K+].[K+] (tri-potassium orthophosphate), C1(CCCCC1)P(C1=C(C=CC=C1)C1=C(C=CC=C1OC)OC)C1CCCCC1 (2-dicyclohexylphosphino-2′,6′-dimethoxy-1,1′-biphenyl), tris(dibenzylideneacetone)dipaladium(0). The solvent is C1(=CC=CC=C1)C (toluene). Run at temperature 100 celsius, time 24 hour. Product: C(C)(=O)N1CCN(CC1)C1=CC=C(C(=O)OC)C=C1 (methyl 4-(4-acetylpiperazin-1-yl)benzoate). Isolated yield 56.2%. RXN SMILES: [C:1]([N:4]1[CH2:9][CH2:8][NH:7][CH2:6][CH2:5]1)(=[O:3])[CH3:2].Br[C:11]1[CH:20]=[CH:19][C:14]([C:15]([O:17][CH3:18])=[O:16])=[CH:13][CH:12]=1.P([O-])([O-])([O-])=O.[K+].[K+].[K+].C1(P(C2CCCCC2)C2C=CC=CC=2C2C(OC)=CC=CC=2OC)CCCCC1>C1(C)C=CC=CC=1>[C:1]([N:4]1[CH2:9][CH2:8][N:7]([C:11]2[CH:20]=[CH:19][C:14]([C:15]([O:17][CH3:18])=[O:16])=[CH:13][CH:12]=2)[CH2:6][CH2:5]1)(=[O:3])[CH3:2] |f:2.3.4.5|. Procedure details: A deoxygenated suspension of 1-acetylpiperazine (0.308 g, 2.40 mmol), methyl 4-bromobenzoate (0.430 g, 2 mmol), tri-potassium orthophosphate (0.594 g, 2.80 mmol), 2-dicyclohexylphosphino-2′,6′-dimethoxy-1,1′-biphenyl (0.164 g, 0.40 mmol) and tris(dibenzylideneacetone)dipaladium(0) (0.092 g, 0.10 mmol) in toluene (10 mL) was stirred at 100° C., over a period of 24 h under nitrogen. The cooled reaction mixture was filtered and evaporated to give crude product. The crude product was purified by sil... Reactants: C(C)C1=C(C=CC=C1C=O)C1=CN=C(S1)C=1C=CC(=C(C#N)C1)OC(C)C (5-[5-(2-ethyl-3-formylphenyl)-1,3-thiazol-2-yl]-2-[(1-methylethyl)oxy]benzonitrile), N1[C@H](C(=O)O)CCC1 (L-proline), C(#N)[BH3-].[Na+] (sodium cyanoborohydride). The solvent is C(C)O (Ethanol). Run at time 2 hour. Product: C(#N)C=1C=C(C=CC1OC(C)C)C=1SC(=CN1)C=1C(=C(C=CC1)CN1[C@H](C(=O)O)CCC1)CC (1-{[3-(2-{3-cyano-4-[(1-methylethyl)oxy]phenyl}-1,3-thiazol-5-yl)-2-ethylphenyl]methyl}-L-proline). Yield: 25.8%. As a reaction SMILES: [CH2:1]([C:3]1[C:8]([CH:9]=O)=[CH:7][CH:6]=[CH:5][C:4]=1[C:11]1[S:15][C:14]([C:16]2[CH:17]=[CH:18][C:19]([O:24][CH:25]([CH3:27])[CH3:26])=[C:20]([CH:23]=2)[C:21]#[N:22])=[N:13][CH:12]=1)[CH3:2].[NH:28]1[CH2:35][CH2:34][CH2:33][C@H:29]1[C:30]([OH:32])=[O:31].C([BH3-])#N.[Na+]>C(O)C>[C:21]([C:20]1[CH:23]=[C:16]([C:14]2[S:15][C:11]([C:4]3[C:3]([CH2:1][CH3:2])=[C:8]([CH2:9][N:28]4[CH2:35][CH2:34][CH2:33][C@H:29]4[C:30]([OH:32])=[O:31])[CH:7]=[CH:6][CH:5]=3)=[CH:12][N:13]=2)[CH:17]=[CH:18][C:19]=1[O:24][CH:25]([CH3:27])[CH3:26])#[N:22] |f:2.3|. Procedure details: A solution of 5-[5-(2-ethyl-3-formylphenyl)-1,3-thiazol-2-yl]-2-[(1-methylethyl)oxy]benzonitrile (D73) (80 mg, 0.212 mmol) and L-proline (48.9 mg, 0.425 mmol) in Ethanol (10 mL) was stirred at room temperature for 15 min, then sodium cyanoborohydride (40.1 mg, 0.637 mmol) was added. The mixture was stirred at room temperature for 2 h. After concentration, the residue was partitioned between ethyl acetate and aqueous diluted HCl, washed with saturated brine. The organic phase was evaporated in va...